Task: describe an organic reaction: reactants, conditions, products, and yield. Dataset: the Open Reaction Database (ORD), a public repository of structured organic reaction records The product is ClC1=CC(=C(C=C1)NC(C=1C=C(C(=O)N)C=CC1OC)=O)F (3-N-(4-chloro-2-fluorophenyl)-4-methoxyisophthalamide). The reactants are COC1=CC=C(C=C1C(=O)O)C(=O)N (6-methoxyisophthalamic acid), ClC1=CC(=C(N)C=C1)F (4-chloro-2-fluoroaniline). As a reaction SMILES: [CH3:1][O:2][C:3]1[C:8]([C:9]([OH:11])=O)=[CH:7][C:6]([C:12]([NH2:14])=[O:13])=[CH:5][CH:4]=1.[Cl:15][C:16]1[CH:22]=[CH:21][C:19]([NH2:20])=[C:18]([F:23])[CH:17]=1>>[Cl:15][C:16]1[CH:22]=[CH:21][C:19]([NH:20][C:9](=[O:11])[C:8]2[CH:7]=[C:6]([CH:5]=[CH:4][C:3]=2[O:2][CH3:1])[C:12]([NH2:14])=[O:13])=[C:18]([F:23])[CH:17]=1. Reported procedure: The captioned compound was synthesized from 6-methoxyisophthalamic acid and 4-chloro-2-fluoroaniline by the same procedure as in the manufacturing method described in step C of Example 1-3-1. Reactants: CC(=O)C1CCC(C(=O)O)CC1, CN(C(=O)c1ccc(Cl)cc1)C1CCNCC1c1ccc(Cl)c(Cl)c1, Cl. Product: CC(=O)C1CCC(C(=O)N2CCC(N(C)C(=O)c3ccc(Cl)cc3)C(c3ccc(Cl)c(Cl)c3)C2)CC1. Reaction SMILES: [C:27]([CH3:28])(=[O:29])[CH:30]1[CH2:31][CH2:32][CH:33]([C:36](=[O:37])[OH:38])[CH2:34][CH2:35]1.[Cl:2][c:3]1[cH:4][cH:5][c:6]([C:7](=[O:8])[N:9]([CH3:10])[CH:11]2[CH:12]([c:17]3[cH:18][c:19]([Cl:24])[c:20]([Cl:23])[cH:21][cH:22]3)[CH2:13][NH:14][CH2:15][CH2:16]2)[cH:25][cH:26]1.[ClH:1]>>[Cl:2][c:3]1[cH:4][cH:5][c:6]([C:7](=[O:8])[N:9]([CH3:10])[CH:11]2[CH:12]([c:17]3[cH:18][c:19]([Cl:24])[c:20]([Cl:23])[cH:21][cH:22]3)[CH2:13][N:14]([C:36]([CH:33]3[CH2:32][CH2:31][CH:30]([C:27]([CH3:28])=[O:29])[CH2:35][CH2:34]3)=[O:37])[CH2:15][CH2:16]2)[cH:25][cH:26]1.